This data is from the Open Reaction Database (ORD), a public repository of structured organic reaction records. The task is: describe an organic reaction: reactants, conditions, products, and yield The reactants are ClC(Cl)(Cl)Cl, CC#N, Cl, CNCCOc1ccc(C(=C(CCO)c2ccccc2)c2ccccc2)cc1, c1ccc(P(c2ccccc2)c2ccccc2)cc1. The product is CNCCOc1ccc(C(=C(CCCl)c2ccccc2)c2ccccc2)cc1. Reaction SMILES: [C:49]([Cl:50])([Cl:51])([Cl:52])[Cl:53].[CH3:54][C:55]#[N:56].[ClH:1].[c:2]1([C:8](=[C:9]([CH2:10][CH2:11][OH:12])[c:13]2[cH:14][cH:15][cH:16][cH:17][cH:18]2)[c:19]2[cH:20][cH:21][c:22]([O:25][CH2:26][CH2:27][NH:28][CH3:29])[cH:23][cH:24]2)[cH:3][cH:4][cH:5][cH:6][cH:7]1.[c:30]1([P:31]([c:32]2[cH:33][cH:34][cH:35][cH:36][cH:37]2)[c:38]2[cH:39][cH:40][cH:41][cH:42][cH:43]2)[cH:44][cH:45][cH:46][cH:47][cH:48]1>>[c:2]1([C:8](=[C:9]([CH2:10][CH2:49][Cl:53])[c:13]2[cH:14][cH:15][cH:16][cH:17][cH:18]2)[c:19]2[cH:20][cH:21][c:22]([O:25][CH2:26][CH2:27][NH:28][CH3:29])[cH:23][cH:24]2)[cH:3][cH:4][cH:5][cH:6][cH:7]1. The reactants are [Cl-].C(N)(=O)C1=CC=[N+](C=C1)C1=CC(=CC=C1)OC (4-carbamoyl-1-(3-methoxyphenyl)-pyridinium chloride), [H][H] (hydrogen). The reagents and catalysts are [Pd] (palladium-on-carbon). Solvent: CO (methanol). The product is COC=1C=C(C=CC1)N1CCC(CC1)C(=O)N (1-(3-methoxyphenyl)piperidine-4-carboxamide). The yield is 82.6%. RXN SMILES: [Cl-].[C:2]([C:5]1[CH:10]=[CH:9][N+:8]([C:11]2[CH:16]=[CH:15][CH:14]=[C:13]([O:17][CH3:18])[CH:12]=2)=[CH:7][CH:6]=1)(=[O:4])[NH2:3].[H][H]>CO.[Pd]>[CH3:18][O:17][C:13]1[CH:12]=[C:11]([N:8]2[CH2:9][CH2:10][CH:5]([C:2]([NH2:3])=[O:4])[CH2:6][CH2:7]2)[CH:16]=[CH:15][CH:14]=1 |f:0.1|. Reported procedure: A suspension of 4-carbamoyl-1-(3-methoxyphenyl)-pyridinium chloride (26 g) in methanol (300 ml) was hydrogenated at ambient temperature and pressure in the presence of 10% palladium-on-carbon catalyst (2.0 g) until hydrogen uptake ceased (~2 days) The mixture was filtered, excess triethylamine added and the solvent removed in vacuo to give a pink solid. This was partitioned between water and chloroform. The organic phase was dried and the solvent removed in vacuo to give 1-(3-methoxyphenyl)piper... Yields the product CC1(C=2C=CC(=CC2C(CC1)(C)C)/C(/C(=O)NC1=CC=C(C(=O)O)C=C1)=C/CCCCCC)C ((Z)-4-[2-(5,6,7,8-tetrahydro-5,5,8,8-tetramethyl-2-naphthyl)-2-nonenamido]benzoic acid). The reactants are CC1(C=2C=CC(=CC2C(CC1)(C)C)/C(/C(=O)NC1=CC=C(C(=O)OC)C=C1)=C/CCCCCC)C (methyl (Z)-4-[2-(5,6,7,8-tetrahydro-5,5,8,8-tetramethyl-2-naphthyl)-2-nonenamido]benzoate), CO (methanol), [OH-].[Na+] (sodium hydroxide), Cl (hydrochloric acid). Run at time 12 hour. The solvent is O (water). Reaction SMILES: [CH3:1][C:2]1([CH3:35])[CH2:11][CH2:10][C:9]([CH3:13])([CH3:12])[C:8]2[CH:7]=[C:6](/[C:14](=[CH:28]/[CH2:29][CH2:30][CH2:31][CH2:32][CH2:33][CH3:34])/[C:15]([NH:17][C:18]3[CH:27]=[CH:26][C:21]([C:22]([O:24]C)=[O:23])=[CH:20][CH:19]=3)=[O:16])[CH:5]=[CH:4][C:3]1=2.CO.[OH-].[Na+].Cl>O>[CH3:1][C:2]1([CH3:35])[CH2:11][CH2:10][C:9]([CH3:12])([CH3:13])[C:8]2[CH:7]=[C:6](/[C:14](=[CH:28]/[CH2:29][CH2:30][CH2:31][CH2:32][CH2:33][CH3:34])/[C:15]([NH:17][C:18]3[CH:19]=[CH:20][C:21]([C:22]([OH:24])=[O:23])=[CH:26][CH:27]=3)=[O:16])[CH:5]=[CH:4][C:3]1=2 |f:2.3|. Procedure details: 700 mg (1.47 mmol) of methyl (Z)-4-[2-(5,6,7,8-tetrahydro-5,5,8,8-tetramethyl-2-naphthyl)-2-nonenamido]benzoate, 25 ml of methanol and 1.2 ml (14.7 mmol) of a 35% sodium hydroxide solution were introduced into a round-bottomed flask. The mixture was stirred at room temperature for 12 hours, the reaction medium was poured into water, acidified to pH 1 with hydrochloric acid (37%), extracted with ethyl ether, the organic phase decanted off, dried over magnesium sulfate and evaporated. The residue ... Reaction conditions: temperature 130 celsius, time 30 minute. Reaction SMILES: Br[C:2]1[CH:3]=[CH:4][C:5]2[O:11][CH2:10][CH2:9][N:8]3[CH:12]=[C:13]([C:15]4[N:19]([C:20]5[CH:25]=[CH:24][CH:23]=[CH:22][C:21]=5[Cl:26])[N:18]=[CH:17][N:16]=4)[N:14]=[C:7]3[C:6]=2[CH:27]=1.[Cl:28][C:29]1[CH:34]=[CH:33][C:32](B(O)O)=[CH:31][CH:30]=1.C([O-])([O-])=O.[Cs+].[Cs+].O>O1CCOCC1.C1C=CC(P(C2C=CC=CC=2)[C-]2C=CC=C2)=CC=1.C1C=CC(P(C2C=CC=CC=2)[C-]2C=CC=C2)=CC=1.Cl[Pd]Cl.[Fe+2]>[Cl:28][C:29]1[CH:34]=[CH:33][C:32]([C:2]2[CH:3]=[CH:4][C:5]3[O:11][CH2:10][CH2:9][N:8]4[CH:12]=[C:13]([C:15]5[N:19]([C:20]6[CH:25]=[CH:24][CH:23]=[CH:22][C:21]=6[Cl:26])[N:18]=[CH:17][N:16]=5)[N:14]=[C:7]4[C:6]=3[CH:27]=2)=[CH:31][CH:30]=1 |f:2.3.4,7.8.9.10|. Yield: 33.6%. Solvent: O1CCOCC1 (dioxane). Starting materials: BrC=1C=CC2=C(C=3N(CCO2)C=C(N3)C3=NC=NN3C3=C(C=CC=C3)Cl)C1 (10-bromo-2-(1-(2-chlorophenyl)-1H-1,2,4-triazol-5-yl)-5,6-dihydrobenzo[f]imidazo[1,2-d][1,4]oxazepine), ClC1=CC=C(C=C1)B(O)O (4-chlorophenylboronic acid), C(=O)([O-])[O-].[Cs+].[Cs+] (Cs2CO3), O (water). The product is ClC1=CC=C(C=C1)C=1C=CC2=C(C=3N(CCO2)C=C(N3)C3=NC=NN3C3=C(C=CC=C3)Cl)C1 (10-(4-chlorophenyl)-2-(1-(2-chlorophenyl)-1H-1,2,4-triazol-5-yl)-5,6-dihydrobenzo[f]imidazo[1,2-d][1,4]oxazepine). The reagents and catalysts are C1=CC=C(C=C1)P([C-]2C=CC=C2)C3=CC=CC=C3.C1=CC=C(C=C1)P([C-]2C=CC=C2)C3=CC=CC=C3.Cl[Pd]Cl.[Fe+2] (Pd(dppf)Cl2). Procedure details: A mixture of 10-bromo-2-(1-(2-chlorophenyl)-1H-1,2,4-triazol-5-yl)-5,6-dihydrobenzo[f]imidazo[1,2-d][1,4]oxazepine (0.5 mmol), 4-chlorophenylboronic acid (200 mg, 0.75 mmol), Cs2CO3 (490 mg, 1.5 mmol) was stirred in dioxane and water (5:1, 3.0 mL) followed by the addition of Pd(dppf)Cl2 (30 mg). The reaction mixture was bubbled with N2 gas for 10 min, the reaction tube was sealed, and the contents were stirred at 130° C. under microwave irradiation for 30 min. The mixture was filtered through ce... Starting materials: [BH4-], CO, O=Cc1ccc(C(=O)Nc2ccc(C(=O)N3CCCc4ccccc43)cc2)cc1, [Na+], O. The product is O=C(Nc1ccc(C(=O)N2CCCc3ccccc32)cc1)c1ccc(CO)cc1. RXN SMILES: [BH4-:30].[CH3:33][OH:34].[CH:1](=[O:2])[c:3]1[cH:4][cH:5][c:6]([C:7](=[O:8])[NH:9][c:10]2[cH:11][cH:12][c:13]([C:14](=[O:15])[N:16]3[CH2:17][CH2:18][CH2:19][c:20]4[cH:21][cH:22][cH:23][cH:24][c:25]43)[cH:26][cH:27]2)[cH:28][cH:29]1.[Na+:31].[OH2:32]>>[CH2:1]([OH:2])[c:3]1[cH:4][cH:5][c:6]([C:7](=[O:8])[NH:9][c:10]2[cH:11][cH:12][c:13]([C:14](=[O:15])[N:16]3[CH2:17][CH2:18][CH2:19][c:20]4[cH:21][cH:22][cH:23][cH:24][c:25]43)[cH:26][cH:27]2)[cH:28][cH:29]1. Starting materials: C(/C(=C\C(=O)O)/C(=O)O)C(=O)O (trans-aconitic acid), C(CCC(=O)O)(=O)O (succinic acid). Yields the product C(CC(O)(C(=O)O)CC(=O)O)(=O)O (citric acid). Isolated yield 37.6%. Reaction SMILES: [CH2:1]([C:10]([OH:12])=[O:11])/[C:2](/[C:7]([OH:9])=[O:8])=[CH:3]\[C:4]([OH:6])=[O:5].C(O)(=O)CCC(O)=[O:17]>>[C:4]([OH:6])(=[O:5])[CH2:3][C:2]([CH2:1][C:10]([OH:12])=[O:11])([C:7]([OH:9])=[O:8])[OH:17]. Procedure: Trans-aconitic acid, 10.7 g (0.06 mole), is dissolved in 300 ml of water. An excess of strontium oxide, 12.5 g (0.121 mole) mole is added. This brings the pH to 12.4 and produces a mixture of the strontium salt of trans-aconitic acid and free strontium hydroxide. The resulting mixture is then stirred and heated for 3 hours in a Parr pressure reactor at a temperature of 200° C. The reaction mixture is then cooled and mixed with 121 g of 10% sulfuric acid solution. After stirring the mixture for a... Starting materials: BrC=1C=C2C=CC(=CC2=CC1)OC(C)(C)C (6-bromo-2-t-butyloxynaphthalene), C(CCC)[Li] (n-butyl lithium), hexanes, CN(C)C=O (DMF). Solvent: C1CCOC1 (THF). Conditions: temperature -78 celsius, time 0.5 hour. The product is C(C)(C)(C)OC1=CC2=CC=C(C=C2C=C1)C=O (2-t-butyloxynaphthalene-6-carboxaldehyde). Yield: 90.0%. As a reaction SMILES: Br[C:2]1[CH:3]=[C:4]2[C:9](=[CH:10][CH:11]=1)[CH:8]=[C:7]([O:12][C:13]([CH3:16])([CH3:15])[CH3:14])[CH:6]=[CH:5]2.C([Li])CCC.CN([CH:25]=[O:26])C>C1COCC1>[C:13]([O:12][C:7]1[CH:6]=[CH:5][C:4]2[C:9](=[CH:10][CH:11]=[C:2]([CH:25]=[O:26])[CH:3]=2)[CH:8]=1)([CH3:16])([CH3:15])[CH3:14]. Procedure: To a −78° C. solution of 6-bromo-2-t-butyloxynaphthalene (2.00 g, 7.16 mmol) in dry THF (30 mL) under nitrogen was added 2.5 m n-butyl lithium in hexanes (3.16 mL, 7.88 mmol). The resulting solution was stirred 0.5 hours at −78° C. and dry DMF (1.66 mL, 21.56 mL) was added neat. The cooling bath was removed, the reaction was allowed to stir for 1 h, and quenched with excess saturated ammonium chloride. The reaction was partitioned between ethyl acetate and brine. The organic layer was washed wit...